Dataset: the Open Reaction Database (ORD), a public repository of structured organic reaction records. Task: describe an organic reaction: reactants, conditions, products, and yield Starting materials: BrC=1C=C(C=O)C=CC1OC (3-bromo-p-anisaldehyde), FC1=CC=C(C=C1)B(O)O (4-fluorophenylboronic acid). Reagents/catalysts: C=1C=CC(=CC1)[P](C=2C=CC=CC2)(C=3C=CC=CC3)[Pd]([P](C=4C=CC=CC4)(C=5C=CC=CC5)C=6C=CC=CC6)([P](C=7C=CC=CC7)(C=8C=CC=CC8)C=9C=CC=CC9)[P](C=1C=CC=CC1)(C=1C=CC=CC1)C=1C=CC=CC1 (tetrakis(triphenylphosphine)palladium(0)). Solvent: C([O-])([O-])=O.[Na+].[Na+] (sodium carbonate). Yields the product FC1=CC=C(C=C1)C1=CC(=CC=C1OC)C=O (4′-fluoro-6-methoxy[1,1′-biphenyl]-3-carbaldehyde). Isolated yield 79.4%. RXN SMILES: Br[C:2]1[CH:3]=[C:4]([CH:7]=[CH:8][C:9]=1[O:10][CH3:11])[CH:5]=[O:6].[F:12][C:13]1[CH:18]=[CH:17][C:16](B(O)O)=[CH:15][CH:14]=1>C1C=CC([P]([Pd]([P](C2C=CC=CC=2)(C2C=CC=CC=2)C2C=CC=CC=2)([P](C2C=CC=CC=2)(C2C=CC=CC=2)C2C=CC=CC=2)[P](C2C=CC=CC=2)(C2C=CC=CC=2)C2C=CC=CC=2)(C2C=CC=CC=2)C2C=CC=CC=2)=CC=1.C(=O)([O-])[O-].[Na+].[Na+]>[F:12][C:13]1[CH:18]=[CH:17][C:16]([C:2]2[C:9]([O:10][CH3:11])=[CH:8][CH:7]=[C:4]([CH:5]=[O:6])[CH:3]=2)=[CH:15][CH:14]=1 |f:3.4.5,^1:25,27,46,65|. Reported procedure: By the reaction in the same manner as in Example 5-(ii) using 3-bromo-p-anisaldehyde (14.0 g), 4-fluorophenylboronic acid (14.6 g), 2M aqueous sodium carbonate solution (260 ml) and tetrakis(triphenylphosphine)palladium(0) (3.76 g), the title compound (11.9 g) was obtained as white needle crystals. The reactants are CC1CN(Cc2ccccc2)CC1NC(=O)OC(C)(C)C, CCO. Yields the product CC1CNCC1NC(=O)OC(C)(C)C. RXN SMILES: [C:1]([CH3:2])([CH3:3])([CH3:4])[O:5][C:6](=[O:7])[NH:8][CH:9]1[CH2:10][N:11]([CH2:15][c:16]2[cH:17][cH:18][cH:19][cH:20][cH:21]2)[CH2:12][CH:13]1[CH3:14].[CH3:22][CH2:23][OH:24]>>[C:1]([CH3:2])([CH3:3])([CH3:4])[O:5][C:6](=[O:7])[NH:8][CH:9]1[CH2:10][NH:11][CH2:12][CH:13]1[CH3:14]. The yield is 85.0%. Reaction SMILES: Cl[C:2]1[N:7]=[C:6]([C:8]([F:11])([F:10])[F:9])[CH:5]=[C:4]([C:12]2[CH:17]=[CH:16][C:15]([C:18]([F:21])([F:20])[F:19])=[CH:14][CH:13]=2)[N:3]=1.[I:22][C:23]1[N:24]=[CH:25][NH:26][C:27]=1[CH3:28]>>[I:22][C:23]1[N:24]=[CH:25][N:26]([C:2]2[N:7]=[C:6]([C:8]([F:11])([F:10])[F:9])[CH:5]=[C:4]([C:12]3[CH:17]=[CH:16][C:15]([C:18]([F:21])([F:20])[F:19])=[CH:14][CH:13]=3)[N:3]=2)[C:27]=1[CH3:28]. Procedure: The title compound was prepared from 2-chloro-4-trifluoromethyl-6-(4-trifluoromethylphenyl)-pyrimidine (example A.2) (0.33 g, 1.0 mmol) and commercially available 4-iodo-5-methyl-imidazole (0.25 g, 1.2 mmol) according to the general procedure IVa. Obtained as an off-white solid (0.43 g, 85%). MS (ISP) 498.8 [(M+H)+]; mp 202° C. Product: IC=1N=CN(C1C)C1=NC(=CC(=N1)C(F)(F)F)C1=CC=C(C=C1)C(F)(F)F (2-(4-Iodo-5-methyl-imidazol-1-yl)-4-trifluoromethyl-6-(4-trifluoromethyl-phenyl)-pyrimidine), solid. Reactants: ClC1=NC(=CC(=N1)C(F)(F)F)C1=CC=C(C=C1)C(F)(F)F (2-chloro-4-trifluoromethyl-6-(4-trifluoromethylphenyl)-pyrimidine), IC=1N=CNC1C (4-iodo-5-methyl-imidazole). The reactants are [Na] (sodium), N1C=NC=C1 (imidazole), COC(CBr)OC (bromoacetaldehyde dimethylacetal), resultant mixture. Reaction SMILES: [Na].[NH:2]1[CH:6]=[CH:5][N:4]=[CH:3]1.[CH3:7][O:8][CH:9]([O:12][CH3:13])[CH2:10]Br>CO>[CH3:7][O:8][CH:9]([O:12][CH3:13])[CH2:10][N:2]1[CH:6]=[CH:5][N:4]=[CH:3]1 |^1:0|. Procedure: Dissolve sodium spheres (2.3 g) in dry methanol (100 ml) at room temperature, add imidazole (6.3 ml) and stir for 1 hour at room temperature. Add bromoacetaldehyde dimethylacetal (11.8 ml) and heat the resultant mixture overnight at reflux. Evaporate the solvent in vacuo, partition the resultant residue between EtOAc and water, dry the organic layer over MgSO4, and evaporate the solvent. Purify the resultant residue by flash chromatography on SiO2 (250 g), eluting with 4% CH3OH in CH2Cl2. Combin... Run in CO (methanol). Yields the product COC(CN1C=NC=C1)OC ((1-imidazolyl)acetaldehyde dimethylacetal). Run at time 1 hour. Reactants: N1(CCNCC1)C(=O)OC(C)(C)C (t-butyl 1-piperazinecarboxylate), ClC=1C=CC(=C(N)C1)[N+](=O)[O-] (5-chloro-2-nitroaniline), N12CCN(CC1)CC2 (1,4-diazabicyclo[2.2.2]octane). Solvent: CS(=O)C (DMSO), O (water). Product: C(C)(C)(C)OC(=O)N1CCN(CC1)C=1C=CC(=C(N)C1)[N+](=O)[O-] (5-[4-(t-butoxycarbonyl)-1-piperazinyl]-2-nitroaniline). RXN SMILES: [N:1]1([C:7]([O:9][C:10]([CH3:13])([CH3:12])[CH3:11])=[O:8])[CH2:6][CH2:5][NH:4][CH2:3][CH2:2]1.Cl[C:15]1[CH:16]=[CH:17][C:18]([N+:22]([O-:24])=[O:23])=[C:19]([CH:21]=1)[NH2:20].N12CCN(CC1)CC2>CS(C)=O.O>[C:10]([O:9][C:7]([N:1]1[CH2:6][CH2:5][N:4]([C:15]2[CH:16]=[CH:17][C:18]([N+:22]([O-:24])=[O:23])=[C:19]([CH:21]=2)[NH2:20])[CH2:3][CH2:2]1)=[O:8])([CH3:13])([CH3:12])[CH3:11]. Procedure: A solution of t-butyl 1-piperazine carboxylate 38 (1.0 g., 5.4 mmole), 5-chloro-2-nitroaniline 54 (0.93 g., 5.4 mmole) and 1,4-diazabicyclo[2.2.2]octane (0.61 g., 54 mmole) in DMSO (10 mL.) was heated 16 hours under argon, cooled to r.t. and diluted with water (150 mL.) and extracted with ethyl acetate (3×50 mL.). The combined organic layers were washed with water (3×30 mL.) and dried over Na2SO4. Solvent was removed and the residue chromatographed (40% EtOAc/Hexane, silica) to give the title co... Reactants: Cl.N[C@@H]1CC[C@H](CC1)NC(=O)C1=C(NC2=C1N=CN=C2C2=C(C=CC(=C2)CC)OCC2CC2)C (N-(trans-4-aminocyclohexyl)-4-[2-(cyclopropylmethoxy)-5-ethylphenyl]-6-methyl-5H-pyrrolo[3,2-d]pyrimidine-7-carboxamide hydrochloride), C(C)(=O)OCC(=O)Cl (2-chloro-2-oxoethyl acetate). Yields the product C1(CC1)COC1=C(C=C(C=C1)CC)C=1C2=C(N=CN1)C(=C(N2)C)C(=O)N[C@@H]2CC[C@H](CC2)NC(CO)=O (4-[2-(Cyclopropylmethoxy)-5-ethylphenyl]-N-{trans-4-[(hydroxyacetyl)amino]cyclohexyl}-6-methyl-5H-pyrrolo[3,2-d]pyrimidine-7-carboxamide). RXN SMILES: Cl.[NH2:2][C@H:3]1[CH2:8][CH2:7][C@H:6]([NH:9][C:10]([C:12]2[C:16]3[N:17]=[CH:18][N:19]=[C:20]([C:21]4[CH:26]=[C:25]([CH2:27][CH3:28])[CH:24]=[CH:23][C:22]=4[O:29][CH2:30][CH:31]4[CH2:33][CH2:32]4)[C:15]=3[NH:14][C:13]=2[CH3:34])=[O:11])[CH2:5][CH2:4]1.C([O:38][CH2:39][C:40](Cl)=[O:41])(=O)C>>[CH:31]1([CH2:30][O:29][C:22]2[CH:23]=[CH:24][C:25]([CH2:27][CH3:28])=[CH:26][C:21]=2[C:20]2[C:15]3[NH:14][C:13]([CH3:34])=[C:12]([C:10]([NH:9][C@H:6]4[CH2:7][CH2:8][C@H:3]([NH:2][C:39](=[O:38])[CH2:40][OH:41])[CH2:4][CH2:5]4)=[O:11])[C:16]=3[N:17]=[CH:18][N:19]=2)[CH2:32][CH2:33]1 |f:0.1|. Procedure details: Starting from N-(trans-4-aminocyclohexyl)-4-[2-(cyclopropylmethoxy)-5-ethylphenyl]-6-methyl-5H-pyrrolo[3,2-d]pyrimidine-7-carboxamide hydrochloride (example D.f49) and commercially available 2-chloro-2-oxoethyl acetate the title compound is obtained as colorless solid. Reaction conditions: time 8 hour. The yield is 45.7%. Starting materials: C(C)OC(=O)C1(CC(C1)OCC1=CC=CC=C1)N (1-amino-3-benzyloxycyclobutane-1-carboxylic acid ethyl ester), C(=O)(OC(C)(C)C)OC(=O)[O-] (t-butyl dicarbonate), CCCCCC.C(C)(=O)OCC (hexane ethyl acetate), Cl (hydrochloric acid). The product is C(C)OC(=O)C1(CC(C1)OCC1=CC=CC=C1)NC(=O)OC(C)(C)C (1-(N-(t-butoxycarbonyl)amino)-3-benzyloxy-cyclobutane-1-carboxylic acid ethyl ester). Run in mixed solution, C(C)O.C(C)N(CC)CC (ethanol triethylamine), C(C)(=O)OCC (ethyl acetate). Reported procedure: 7.64 g of 1-amino-3-benzyloxycyclobutane-1-carboxylic acid ethyl ester was dissolved in 250 mL of a mixed solution of ethanol/triethylamine=9/1. After the solution was cooled in an ice bath for 15 minutes, 8.6 mL (corresponding to 37.5 mmol) of t-butyl dicarbonate was added to the solution and stirred at room temperature overnight. The completion of the reaction was confirmed by TLC analysis using a mobile solvent of hexane/ethyl acetate=1:1 (Rf value of the target reaction product=around 0.6) (... Reaction SMILES: [CH2:1]([O:3][C:4]([C:6]1([NH2:18])[CH2:9][CH:8]([O:10][CH2:11][C:12]2[CH:17]=[CH:16][CH:15]=[CH:14][CH:13]=2)[CH2:7]1)=[O:5])[CH3:2].[C:19](OC([O-])=O)([O:21][C:22]([CH3:25])([CH3:24])[CH3:23])=[O:20].CCCCCC.C(OCC)(=O)C.Cl>C(O)C.C(N(CC)CC)C.O[Mo](O)(=O)=O.C(OCC)(=O)C>[CH2:1]([O:3][C:4]([C:6]1([NH:18][C:19]([O:21][C:22]([CH3:25])([CH3:24])[CH3:23])=[O:20])[CH2:9][CH:8]([O:10][CH2:11][C:12]2[CH:13]=[CH:14][CH:15]=[CH:16][CH:17]=2)[CH2:7]1)=[O:5])[CH3:2] |f:2.3,5.6|. Reagents/catalysts: O[Mo](=O)(=O)O (molybdic acid). The reactants are C(C)(C)(C)OC(NC1=C(C=C(C(=C1)N(C)CC(C)C)C#N)NC(CC(=O)C1=CC(=CC=C1)C1=CC(=NO1)C)=O)=O ((4-cyano-5-(isobutyl-methyl-amino)-2-{3-[3-(3-methyl-isoxazol-5yl)-phenyl]-3-oxo-propionylamino}-phenyl)-carbamic acid tert-butyl ester), C(=O)(C(F)(F)F)O (TFA). Run in C(Cl)Cl (CH2Cl2). The product is C(C(C)C)N(C=1C(=CC2=C(N=C(CC(N2)=O)C2=CC(=CC=C2)C2=CC(=NO2)C)C1)C#N)C (8-(Isobutyl-methyl-amino)-2-[3-(3-methyl-isoxazol-5-yl)-phenyl]-4-oxo-4,5-dihydro-3H-benzo[b][1,4]diazepine-7-carbonitrile), solid. The yield is 75.0%. Reaction SMILES: C(OC(=O)[NH:7][C:8]1[CH:13]=[C:12]([N:14]([CH2:16][CH:17]([CH3:19])[CH3:18])[CH3:15])[C:11]([C:20]#[N:21])=[CH:10][C:9]=1[NH:22][C:23](=[O:39])[CH2:24][C:25]([C:27]1[CH:32]=[CH:31][CH:30]=[C:29]([C:33]2[O:37][N:36]=[C:35]([CH3:38])[CH:34]=2)[CH:28]=1)=O)(C)(C)C.C(O)(C(F)(F)F)=O>C(Cl)Cl>[CH2:16]([N:14]([CH3:15])[C:12]1[C:11]([C:20]#[N:21])=[CH:10][C:9]2[NH:22][C:23](=[O:39])[CH2:24][C:25]([C:27]3[CH:32]=[CH:31][CH:30]=[C:29]([C:33]4[O:37][N:36]=[C:35]([CH3:38])[CH:34]=4)[CH:28]=3)=[N:7][C:8]=2[CH:13]=1)[CH:17]([CH3:19])[CH3:18]. Procedure details: The title compound was prepared from (4-cyano-5-(isobutyl-methyl-amino)-2-{3-[3-(3-methyl-isoxazol-5yl)-phenyl]-3-oxo-propionylamino}-phenyl)-carbamic acid tert-butyl ester (Example M97) (0.39 g, 0.71 mmol) by treatment with TFA in CH2Cl2 according to the general procedure N. Obtained as a yellow solid (230 mg, 75%). Starting materials: [SiH3]NC=1NC(C=2NC=NC2N1)=O (silylguanine), N1C(N)=NC=2N=CNC2C1=O (guanine), C[Si](N[Si](C)(C)C)(C)C (hexamethyldisilazane), S(=O)(=O)([O-])[O-].[NH4+].[NH4+] (ammonium sulfate), O1C2=C1CCC2 (epoxycyclopentene). The reagents and catalysts are [Pd] (palladium(0)). The solvent is CO (methanol), O1CCCC1 (tetrahydrofuran), C=1(C(=CC=CC1)C)C (xylene), O1CCCC1 (tetrahydrofuran), O1CCCC1 (tetrahydrofuran). Run at time 3 day. Product: OC1C=CC(C1)N1C=2N=C(NC(C2N=C1)=O)N (9-[(1RS,4SR)-4-hydroxy-cyclopent-2-en-1-yl]guanine). Reaction SMILES: [NH:1]1[C:10](=[O:11])[C:9]2[NH:8][CH:7]=[N:6][C:5]=2[N:4]=[C:2]1[NH2:3].C[Si](C)(C)N[Si](C)(C)C.S([O-])([O-])(=O)=O.[NH4+].[NH4+].[SiH3]NC1NC(=O)C2NC=NC=2N=1.[O:40]1[C:42]2[CH2:43][CH2:44][CH2:45][C:41]1=2>C1(C)C(C)=CC=CC=1.O1CCCC1.[Pd].CO>[OH:40][CH:41]1[CH2:45][CH:44]([N:6]2[CH:7]=[N:8][C:9]3[C:10](=[O:11])[NH:1][C:2]([NH2:3])=[N:4][C:5]2=3)[CH:43]=[CH:42]1 |f:2.3.4|. Reported procedure: 105.8 g (0.7 mol) of guanine are reacted in 600 ml of dry xylene with 500 ml of hexamethyldisilazane and 4 g of ammonium sulfate for 2 days to give the pertrimethylsilyl compound. The oily silylguanine compound is dissolved in 400 ml of dry tetrahydrofuran and the solution is added dropwise to a solution of the palladium(0) catalyst (5 mol %) prepared in situ as described above in 450 ml of tetrahydrofuran at 0° C. A solution of the equivalent amount of epoxycyclopentene in 200 ml of tetrahydrof... Starting materials: Cl.BrC1=C(C=CC(=C1)Cl)CC(=N)N (2-(2-bromo-4-chlorophenyl)-acetamidine hydrochloride), C(C)(=O)OCC (ethyl acetate), C(C)(C)(C)OC(\C(=C(\C(=O)O)/OCC1=CC=CC=C1)\O)=O ((E)-2-benzyloxy-3-hydroxy-but-2-enedioic acid 4-tert-butyl ester), C[O-].[Na+] (sodium methoxide). Solvent: CO (methanol), O (water), CCCCCC (hexane). Run at time 16 hour. Yields the product C(C)(C)(C)OC(=O)C1=NC(=NC(=C1OCC1=CC=CC=C1)O)CC1=C(C=C(C=C1)Cl)Br (5-benzyloxy-2-(2-bromo-4-chlorobenzyl)-6-hydroxypyrimidine-4-carboxylic acid tert-butyl ester). Yield: 47.9%. As a reaction SMILES: Cl.[Br:2][C:3]1[CH:8]=[C:7]([Cl:9])[CH:6]=[CH:5][C:4]=1[CH2:10][C:11]([NH2:13])=[NH:12].[C:14]([O:18][C:19](=[O:34])/[C:20](/O)=[C:21](\[O:25][CH2:26][C:27]1[CH:32]=[CH:31][CH:30]=[CH:29][CH:28]=1)/[C:22](O)=[O:23])([CH3:17])([CH3:16])[CH3:15].C[O-].[Na+].C(OCC)(=O)C>CO.CCCCCC.O>[C:14]([O:18][C:19]([C:20]1[C:21]([O:25][CH2:26][C:27]2[CH:32]=[CH:31][CH:30]=[CH:29][CH:28]=2)=[C:22]([OH:23])[N:13]=[C:11]([CH2:10][C:4]2[CH:5]=[CH:6][C:7]([Cl:9])=[CH:8][C:3]=2[Br:2])[N:12]=1)=[O:34])([CH3:17])([CH3:15])[CH3:16] |f:0.1,3.4|. Reported procedure: To a stirred solution of 2-(2-bromo-4-chlorophenyl)-acetamidine hydrochloride (375) (7 g, 24.823 mmol) and 2-benzyloxy-3-hydroxy-but-2-enedioic acid 4-tert-butyl ester 1-methyl ester (4) (11.47 g, 37.23 mmol) in methanol (100 mL) was dropwise added sodium methoxide (16.1 mL) (25% in methanol) at 0° C. The reaction mixture was allowed to warm to room temperature and stirred for 16 h while silica thin layer chromatography was performed (50% ethyl acetate in hexane; Rf=0.5). The reaction mixture wa...